Dataset: the Open Reaction Database (ORD), a public repository of structured organic reaction records. Task: describe an organic reaction: reactants, conditions, products, and yield Reactants: CCOC(=O)c1ccc2cc(Br)ccc2n1, CCOC(C)=O, [K+], [K+], [K+], C1COCCO1, O, Cc1cc(O)ccc1B(O)O, O=P([O-])([O-])[O-], c1ccc(P(c2ccccc2)c2ccccc2)cc1. The product is CCOC(=O)c1ccc2cc(-c3ccc(O)cc3C)ccc2n1. RXN SMILES: [Br:1][c:2]1[cH:3][c:4]2[cH:5][cH:6][c:7]([C:12](=[O:13])[O:14][CH2:15][CH3:16])[n:8][c:9]2[cH:10][cH:11]1.[CH3:55][CH2:56][O:57][C:58](=[O:59])[CH3:60].[K+:52].[K+:53].[K+:54].[O:62]1[CH2:63][CH2:64][O:65][CH2:66][CH2:67]1.[OH2:61].[OH:17][c:18]1[cH:19][c:20]([CH3:27])[c:21]([B:24]([OH:25])[OH:26])[cH:22][cH:23]1.[P:47]([O-:48])([O-:49])([O-:50])=[O:51].[c:28]1([P:29]([c:30]2[cH:31][cH:32][cH:33][cH:34][cH:35]2)[c:36]2[cH:37][cH:38][cH:39][cH:40][cH:41]2)[cH:42][cH:43][cH:44][cH:45][cH:46]1>>[c:2]1(-[c:21]2[c:20]([CH3:27])[cH:19][c:18]([OH:17])[cH:23][cH:22]2)[cH:3][c:4]2[cH:5][cH:6][c:7]([C:12](=[O:13])[O:14][CH2:15][CH3:16])[n:8][c:9]2[cH:10][cH:11]1. Reactants: CC1=C2C(=C(C(=C1OC)C/C=C(\C)/CCC(=O)O)O)C(=O)OC2 (mycophenolic acid), CN(C=O)C (dimethylformamide), S(=O)(Cl)Cl (thionyl chloride). The solvent is ClCCl (dichloromethane). Product: OC1=C2C(OCC2=C(C(=C1CC=C(CCC(=O)Cl)C)OC)C)=O (6-(1,3-dihydro-4-hydroxy-6-methoxy-7-methyl -3-oxoisobenzofuran-5-yl)-4-methyl-4-hexenoyl chloride). As a reaction SMILES: [CH3:1][C:2]1[C:7]([O:8][CH3:9])=[C:6]([CH2:10]/[CH:11]=[C:12](/[CH2:14][CH2:15][C:16](O)=[O:17])\[CH3:13])[C:5]([OH:19])=[C:4]2[C:20]([O:22][CH2:23][C:3]=12)=[O:21].CN(C)C=O.S(Cl)([Cl:31])=O>ClCCl>[OH:19][C:5]1[C:6]([CH2:10][CH:11]=[C:12]([CH3:13])[CH2:14][CH2:15][C:16]([Cl:31])=[O:17])=[C:7]([O:8][CH3:9])[C:2]([CH3:1])=[C:3]2[C:4]=1[C:20](=[O:21])[O:22][CH2:23]2. Reported procedure: A solution of mycophenolic acid (320 g, 1 mol) and dimethylformamide (0.1 g) in dichloromethane (3.2L) at reflux was treated dropwise with thionyl chloride (82 mL, 1.12 mol). After one hour additional heating at reflux, the volatiles were distilled at reduced pressure leaving a gray solid residue of (E) 6-(1,3-dihydro-4-hydroxy-6-methoxy-7-methyl -3-oxoisobenzofuran-5-yl)-4-methyl-4-hexenoyl chloride which was cooled and dissolved in anhydrous tetrahydrofuran (1L).